The task is: describe an organic reaction: reactants, conditions, products, and yield. This data is from the Open Reaction Database (ORD), a public repository of structured organic reaction records. Starting materials: COC(=O)C1=NC=CN=C1Br (3-bromo-pyrazine-2-carboxylic acid methyl ester), CC1=NC=CC(=C1)N (2-methyl-pyridin-4-ylamine). Yields the product CC1=NC=CC(=C1)NC(=O)C1=NC=CN=C1Br (3-Bromo-pyrazine-2-carboxylic acid (2-methyl-pyridin-4-yl)-amide). RXN SMILES: CO[C:3]([C:5]1[C:10]([Br:11])=[N:9][CH:8]=[CH:7][N:6]=1)=[O:4].[CH3:12][C:13]1[CH:18]=[C:17]([NH2:19])[CH:16]=[CH:15][N:14]=1>>[CH3:12][C:13]1[CH:18]=[C:17]([NH:19][C:3]([C:5]2[C:10]([Br:11])=[N:9][CH:8]=[CH:7][N:6]=2)=[O:4])[CH:16]=[CH:15][N:14]=1. Procedure details: The title compound, MS: m/e=294.9 (M+H+), was prepared in accordance with the general method of example 1, step 2 from 3-bromo-pyrazine-2-carboxylic acid methyl ester (Example A) and 2-methyl-pyridin-4-ylamine (Example B). Reactants: CC#N, CN(C)CCN1C(=O)c2cccc3cc4cccc(N)c4c(c23)C1=O, S=C=Nc1cccnc1. The product is CN(C)CCN1C(=O)c2cccc3cc4cccc(NC(=S)Nc5cccnc5)c4c(c23)C1=O. As a reaction SMILES: [CH3:35][C:36]#[N:37].[NH2:1][c:2]1[cH:3][cH:4][cH:5][c:6]2[cH:7][c:8]3[c:9]4[c:10]([cH:23][cH:24][cH:25]3)[C:11](=[O:22])[N:12]([CH2:17][CH2:18][N:19]([CH3:20])[CH3:21])[C:13](=[O:16])[c:14]4[c:15]12.[n:26]1[cH:27][c:28]([N:32]=[C:33]=[S:34])[cH:29][cH:30][cH:31]1>>[NH:1]([c:2]1[cH:3][cH:4][cH:5][c:6]2[cH:7][c:8]3[c:9]4[c:10]([cH:23][cH:24][cH:25]3)[C:11](=[O:22])[N:12]([CH2:17][CH2:18][N:19]([CH3:20])[CH3:21])[C:13](=[O:16])[c:14]4[c:15]12)[C:33]([NH:32][c:28]1[cH:27][n:26][cH:31][cH:30][cH:29]1)=[S:34]. Starting materials: C1CCOC1, CC1(C)C(=O)NC(=O)c2c1ccc(N)c2[N+](=O)[O-], CC(C)OC(=O)N=NC(=O)OC(C)C, COc1ccc(CCN(CCCO)C(=O)OC(C)(C)C)cc1OC, c1ccc(P(c2ccccc2)c2ccccc2)cc1. Yields the product COc1ccc(CCN(CCCN2C(=O)c3c(ccc(N)c3[N+](=O)[O-])C(C)(C)C2=O)C(=O)OC(C)(C)C)cc1OC. As a reaction SMILES: [CH2:76]1[O:77][CH2:78][CH2:79][CH2:80]1.[NH2:15][c:16]1[cH:17][cH:18][c:19]2[c:24]([c:25]1[N+:26](=[O:27])[O-:28])[C:23](=[O:29])[NH:22][C:21](=[O:30])[C:20]2([CH3:31])[CH3:32].[O:1]=[C:2]([O:3][CH:4]([CH3:5])[CH3:6])[N:7]=[N:8][C:9]([O:10][CH:11]([CH3:12])[CH3:13])=[O:14].[OH:33][CH2:34][CH2:35][CH2:36][N:37]([C:38]([O:39][C:40]([CH3:41])([CH3:42])[CH3:43])=[O:44])[CH2:45][CH2:46][c:47]1[cH:48][c:49]([O:55][CH3:56])[c:50]([O:53][CH3:54])[cH:51][cH:52]1.[c:57]1([P:58]([c:59]2[cH:60][cH:61][cH:62][cH:63][cH:64]2)[c:65]2[cH:66][cH:67][cH:68][cH:69][cH:70]2)[cH:71][cH:72][cH:73][cH:74][cH:75]1>>[NH2:15][c:16]1[cH:17][cH:18][c:19]2[c:24]([c:25]1[N+:26](=[O:27])[O-:28])[C:23](=[O:29])[N:22]([CH2:34][CH2:35][CH2:36][N:37]([C:38]([O:39][C:40]([CH3:41])([CH3:42])[CH3:43])=[O:44])[CH2:45][CH2:46][c:47]1[cH:48][c:49]([O:55][CH3:56])[c:50]([O:53][CH3:54])[cH:51][cH:52]1)[C:21](=[O:30])[C:20]2([CH3:31])[CH3:32]. The reactants are O=C([O-])[O-], CC12C=CCC1C1CCc3cc(O)ccc3C1CC2, [K+], [K+], O, OCCN(CCO)CCO, O=S(=O)=O, c1ccncc1. Product: [K+], CC12C=CCC1C1CCc3cc(OS(=O)(=O)[O-])ccc3C1CC2. As a reaction SMILES: [C:40](=[O:41])([O-:42])[O-:43].[CH3:11][C:12]12[CH:13]=[CH:14][CH2:15][CH:16]1[CH:17]1[CH2:18][CH2:19][c:20]3[cH:21][c:22]([OH:29])[cH:23][cH:24][c:25]3[CH:26]1[CH2:27][CH2:28]2.[K+:44].[K+:45].[OH2:46].[OH:30][CH2:31][CH2:32][N:33]([CH2:34][CH2:35][OH:36])[CH2:37][CH2:38][OH:39].[S:7](=[O:8])(=[O:9])=[O:10].[n:1]1[cH:2][cH:3][cH:4][cH:5][cH:6]1>>[K+:44].[S:7](=[O:8])(=[O:9])([O-:10])[O:29][c:22]1[cH:21][c:20]2[c:25]([cH:24][cH:23]1)[CH:26]1[CH:17]([CH:16]3[C:12]([CH3:11])([CH:13]=[CH:14][CH2:15]3)[CH2:28][CH2:27]1)[CH2:18][CH2:19]2.